This data is from the Open Reaction Database (ORD), a public repository of structured organic reaction records. The task is: describe an organic reaction: reactants, conditions, products, and yield Starting materials: C1(CCCC1)OC=1C=C(C=CC1OC)C1CC(CC1)O (3-(3-Cyclopentyloxy-4-methoxyphenyl)-cyclopentan-1-ol), ( E9 ), [OH-].[Na+] (sodium hydroxide), COS(=O)(=O)OC (dimethylsulfate), O (water), [OH-].[Na+] (sodium hydroxide), COS(=O)(=O)OC (dimethylsulfate). The reagents and catalysts are [Br-].C(CCC)[N+](CCCC)(CCCC)CCCC (tetrabutylammonium bromide), [Br-].C(CCC)[N+](CCCC)(CCCC)CCCC (tetrabutylammonium bromide). Solvent: C(Cl)Cl (methylene chloride). Reaction conditions: time 72 hour. Yields the product C1(CCCC1)OC=1C=C(C=CC1OC)C1(CCCC1)OC (3-Cyclopentyloxy-4-methoxyphenyl-1-methoxycyclopentane). RXN SMILES: [CH:1]1([O:6][C:7]2[CH:8]=[C:9]([CH:15]3[CH2:19][CH2:18][CH:17](O)[CH2:16]3)[CH:10]=[CH:11][C:12]=2[O:13][CH3:14])[CH2:5][CH2:4][CH2:3][CH2:2]1.[OH-].[Na+].[CH3:23][O:24]S(OC)(=O)=O.O>C(Cl)Cl.[Br-].C([N+](CCCC)(CCCC)CCCC)CCC>[CH:1]1([O:6][C:7]2[CH:8]=[C:9]([C:15]3([O:24][CH3:23])[CH2:19][CH2:18][CH2:17][CH2:16]3)[CH:10]=[CH:11][C:12]=2[O:13][CH3:14])[CH2:5][CH2:4][CH2:3][CH2:2]1 |f:1.2,6.7|. Reported procedure: 3-(3-Cyclopentyloxy-4-methoxyphenyl)-cyclopentan-1-ol (predominantly cis, 130 mg, 0.47 mmol) (E9) in methylene chloride (5 ml) was stirred vigorously with aqueous sodium hydroxide (50%, 0.2 ml), tetrabutylammonium bromide (3 mg) and dimethylsulfate (0.1 ml, 1.05 mmol) under an argon atmosphere. The resulting mixture was stirred at room temperature for 24 hr, whereupon additional aqueous sodium hydroxide (0.2 ml) , tetrabutylammonium bromide (3 mg) and dimethylsulfate (0.1 ml) were added. After a... Starting materials: [N+](=O)([O-])C=1C=C(C(=O)NC=2C(=CC=CC2)NC(=O)OC(C2=CC=NC=C2)C2CCNCC2)C=CC1 (N1-(3-nitrobenzoyl)-N2-[1-(4-pyridyl)piperidin-4-ylmethoxycarbonyl)-1,2-benzenediamine). The reagents and catalysts are [Pd] (palladium-on-carbon). Run in C(C)O (ethanol). Yields the product NC=1C=C(C(=O)NC=2C(=CC=CC2)NC(=O)OCC2CCN(CC2)C2=CC=NC=C2)C=CC1 (N1-(3-Aminobenzoyl)-N2-[1-(4-pyridyl)piperidin-4-yl-methoxycarbonyl)-1,2-benzenediamine). Yield: 23.0%. As a reaction SMILES: [N+:1]([C:4]1[CH:5]=[C:6]([CH:33]=[CH:34][CH:35]=1)[C:7]([NH:9][C:10]1[C:11]([NH:16][C:17]([O:19][CH:20](C2CCNCC2)[C:21]2[CH:26]=[CH:25][N:24]=[CH:23][CH:22]=2)=[O:18])=[CH:12][CH:13]=[CH:14][CH:15]=1)=[O:8])([O-])=O>C(O)C.[Pd]>[NH2:1][C:4]1[CH:5]=[C:6]([CH:33]=[CH:34][CH:35]=1)[C:7]([NH:9][C:10]1[C:11]([NH:16][C:17]([O:19][CH2:20][CH:21]2[CH2:26][CH2:25][N:24]([C:21]3[CH:26]=[CH:25][N:24]=[CH:23][CH:22]=3)[CH2:23][CH2:22]2)=[O:18])=[CH:12][CH:13]=[CH:14][CH:15]=1)=[O:8]. Procedure: A mixture of N1-(3-nitrobenzoyl)-N2-[1-(4-pyridyl)piperidin-4-ylmethoxycarbonyl)-1,2-benzenediamine (370 mg, 0.78 mmol) and 5% palladium-on-carbon (200 mg) in ethanol (10 mL) was placed under an atmosphere of hydrogen (1 atm). After consumption of the starting material, the mixture was filtered through diatomaceous earth and the filtrate concentrated in vacuo. Recrystallization (methanol/diethyl ether) yielded 40 mg (12%) of the title compound.